This data is from the Open Reaction Database (ORD), a public repository of structured organic reaction records. The task is: describe an organic reaction: reactants, conditions, products, and yield Reactants: ClC1=NC=C(C2=CC=C(C=C12)C(=O)OCC)Cl (Ethyl 1,4-dichloro-7-isoquinolinecarboxylate), [OH-].[Na+] (NaOH), CCO (EtOH), Cl (HCl). Run in C1CCOC1 (THF). Conditions: time 8 hour. Product: ClC1=NC=C(C2=CC=C(C=C12)C(=O)O)Cl (1,4-dichloro-7-isoquinolinecarboxylic acid). The yield is 53.5%. RXN SMILES: [Cl:1][C:2]1[C:11]2[C:6](=[CH:7][CH:8]=[C:9]([C:12]([O:14]CC)=[O:13])[CH:10]=2)[C:5]([Cl:17])=[CH:4][N:3]=1.[OH-].[Na+].CCO.Cl>C1COCC1>[Cl:1][C:2]1[C:11]2[C:6](=[CH:7][CH:8]=[C:9]([C:12]([OH:14])=[O:13])[CH:10]=2)[C:5]([Cl:17])=[CH:4][N:3]=1 |f:1.2|. Reported procedure: Anal. Found: C, 53.27; H, 3.48; N, 5.14. Calc for C12H9Cl2NO2 : C, 53.36; H, 3.36; N, 5.19. ##STR169## Ethyl 1,4-dichloro-7-isoquinolinecarboxylate (500 mg, 1.85 mmol) in THF (2 mL) was treated with an aqueous solution of NaOH (3.7 mL, 1 M) and EtOH (few drops) added to give a single phase mixture. After stirring at room temperature overnight, HCl (3.7 mL, 1 M) was added to give a thick slurry which was filtered off, washed with water, and crystallised from i-PrOH. The fluffy white crystalline s... Conditions: time 18 hour. Yields the product COC1=CC=C(C=C1)C=CCC(=O)O (4-(p-Methoxyphenyl)-but-3-enoic acid). The solvent is ClCCl (dichloromethane), C(C)(=O)OCC (ethyl acetate). Starting materials: B(Br)(Br)Br (Boron tribromide), COC1=CC=C(C=C1)C1C(C1)CC(=O)OCC (ethyl 1-(p-methoxyphenyl)cyclopropane-2-acetate). Reported procedure: Boron tribromide (246 mL, 1 M) in dichloromethane was added slowly to a solution of ethyl 1-(p-methoxyphenyl)cyclopropane-2-acetate (60 g, 246 mmol) in dichloromethane (1L) at 0° C. and the reaction mixture was stirred at room temperature for 18 h. It was cooled to 0° C. and was quenched with excess ethanol. The reaction mixture was concentrated and the residue in ethyl acetate (1 L) was washed with saturated sodium bicarbonate (500 mL), washed with brine (500 mL), dried and was concentrated. Th... As a reaction SMILES: B(Br)(Br)Br.[CH3:5][O:6][C:7]1[CH:12]=[CH:11][C:10]([CH:13]2C[CH:14]2[CH2:16][C:17]([O:19]CC)=[O:18])=[CH:9][CH:8]=1>ClCCl.C(OCC)(=O)C>[CH3:5][O:6][C:7]1[CH:8]=[CH:9][C:10]([CH:13]=[CH:14][CH2:16][C:17]([OH:19])=[O:18])=[CH:11][CH:12]=1. Yield: 106.2%. Reactants: C=C(CC(=O)N1CCOCC1)C(=O)O, Cc1ccccc1, CC#N, O=S(O)CC1CC1. Yields the product CC(CC(=O)N1CCOCC1)(C(=O)O)S(=O)(=O)CC1CC1. As a reaction SMILES: [CH2:8]=[C:9]([C:10](=[O:11])[OH:12])[CH2:13][C:14](=[O:15])[N:16]1[CH2:17][CH2:18][O:19][CH2:20][CH2:21]1.[CH3:22][c:23]1[cH:24][cH:25][cH:26][cH:27][cH:28]1.[CH3:29][C:30]#[N:31].[CH:1]1([CH2:4][S:5](=[O:6])[OH:7])[CH2:2][CH2:3]1>>[CH:1]1([CH2:4][S:5](=[O:6])(=[O:7])[C:9]([CH3:8])([C:10](=[O:11])[OH:12])[CH2:13][C:14](=[O:15])[N:16]2[CH2:17][CH2:18][O:19][CH2:20][CH2:21]2)[CH2:2][CH2:3]1. The reactants are C(C)(C)(C)ON=C1C=C(OC2=CC=C(C=C12)O)C1=CC2=C(C=N1)C=CS2 (6-Hydroxy-2-thieno[3,2-c]pyridin-6-yl-chromen-4-one O-tert-butyl-oxime), Cl.ClCCN1CC(CC1)(F)F (1-(2-Chloro-ethyl)-3,3-difluoro-pyrrolidine hydrochloride). Procedure details: 6-[2-(3,3-Difluoro-pyrrolidin-1-yl)-ethoxy]-2-thieno[3,2-c]pyridin-6-yl-chromen-4-one oxime, hydrochloride was prepared in 62% overall yield using the method described in example 127, starting from 6-Hydroxy-2-thieno[3,2-c]pyridin-6-yl-chromen-4-one O-tert-butyl-oxime (example 127B) and 1-(2-Chloro-ethyl)-3,3-difluoro-pyrrolidine hydrochloride (WO2008/86404). Reaction SMILES: C([O:5][N:6]=[C:7]1[C:16]2[C:11](=[CH:12][CH:13]=[C:14]([OH:17])[CH:15]=2)[O:10][C:9]([C:18]2[N:23]=[CH:22][C:21]3[CH:24]=[CH:25][S:26][C:20]=3[CH:19]=2)=[CH:8]1)(C)(C)C.Cl.[Cl:28][CH2:29][CH2:30][N:31]1[CH2:35][CH2:34][C:33]([F:37])([F:36])[CH2:32]1>>[ClH:28].[F:36][C:33]1([F:37])[CH2:34][CH2:35][N:31]([CH2:30][CH2:29][O:17][C:14]2[CH:15]=[C:16]3[C:11](=[CH:12][CH:13]=2)[O:10][C:9]([C:18]2[N:23]=[CH:22][C:21]4[CH:24]=[CH:25][S:26][C:20]=4[CH:19]=2)=[CH:8][C:7]3=[N:6][OH:5])[CH2:32]1 |f:1.2,3.4|. Product: Cl.FC1(CN(CC1)CCOC=1C=C2C(C=C(OC2=CC1)C1=CC2=C(C=N1)C=CS2)=NO)F (6-[2-(3,3-Difluoro-pyrrolidin-1-yl)-ethoxy]-2-thieno[3,2-c]pyridin-6-yl-chromen-4-one oxime, hydrochloride). The reactants are N([C@@H](CC(OCC1=CC=CC=C1)=O)C(=O)OCC(Cl)(Cl)Cl)C(=O)OC(C)(C)C (Boc-Asp(OBzl)-OTce), C(=O)(C(F)(F)F)O (TFA). Run in C(Cl)Cl (DCM). Conditions: time 45 minute. Product: N[C@@H](CC(OCC1=CC=CC=C1)=O)C(=O)OCC(Cl)(Cl)Cl (Asp(OBzl)-OTce). As a reaction SMILES: [NH:1](C(OC(C)(C)C)=O)[C@H:2]([C:14]([O:16][CH2:17][C:18]([Cl:21])([Cl:20])[Cl:19])=[O:15])[CH2:3][C:4](=[O:13])[O:5][CH2:6][C:7]1[CH:12]=[CH:11][CH:10]=[CH:9][CH:8]=1.C(O)(C(F)(F)F)=O>C(Cl)Cl>[NH2:1][C@H:2]([C:14]([O:16][CH2:17][C:18]([Cl:19])([Cl:20])[Cl:21])=[O:15])[CH2:3][C:4](=[O:13])[O:5][CH2:6][C:7]1[CH:12]=[CH:11][CH:10]=[CH:9][CH:8]=1. Procedure: The t-Boc group of 1 g (2.2 mmol) of Boc-Asp(OBzl)-OTce is deprotected using 50 ml of 50% TFA in DCM, and the reaction mixture is stirred for 45 minutes. Volatile compounds in the reaction mixture are removed by rotary evaporator under vacuum. The reactants are N#Cc1ccc2c(c1)Sc1ccccc1C=C2, ClCCl, [Ca+2], O=C(OO)c1cccc(Cl)c1, [OH-], [OH-]. The product is N#Cc1ccc2c(c1)S(=O)c1ccccc1C=C2. RXN SMILES: [C:1](#[N:2])[c:3]1[cH:4][cH:5][c:6]2[c:7]([cH:17]1)[S:8][c:9]1[c:10]([cH:13][cH:14][cH:15][cH:16]1)[CH:11]=[CH:12]2.[CH2:32]([Cl:33])[Cl:34].[Ca+2:30].[Cl:18][c:19]1[cH:20][cH:21][cH:22][c:23]([C:24]([O:25][OH:27])=[O:26])[cH:28]1.[OH-:29].[OH-:31]>>[C:1](#[N:2])[c:3]1[cH:4][cH:5][c:6]2[c:7]([cH:17]1)[S:8](=[O:26])[c:9]1[c:10]([cH:13][cH:14][cH:15][cH:16]1)[CH:11]=[CH:12]2. Reactants: C(CCCCCCCCCCC)(=O)OC[C@H](CSC[C@@H](C(=O)NCCC1=CC=C(C=C1)OCCCP(=O)(OCC)OCC)NC(=O)OCC1C2=CC=CC=C2C=2C=CC=CC12)OC(CCCCCCCCCCC)=O ((R)-3-((R)-2-(((9H-fluoren-9-yl)methoxy)carbonylamino)-3-(4-(3-(diethoxyphosphoryl)propoxy)phenethylamino)-3-oxopropylthio)propane-1,2-diyl didodecanoate), N1CCCCC1 (piperidine), C1(=CC=CC=C1)C (toluene). Run in C(C)#N (acetonitrile). Conditions: temperature 25 celsius. The product is C(CCCCCCCCCCC)(=O)OC[C@H](CSC[C@@H](C(=O)NCCC1=CC=C(C=C1)OCCCP(=O)(OCC)OCC)N)OC(CCCCCCCCCCC)=O ((R)-3-((R)-2-amino-3-(4-(3-(diethoxyphosphoryl)propoxy)phenethylamino)-3-oxopropylthio)propane-1,2-diyl didodecanoate). As a reaction SMILES: [C:1]([O:14][CH2:15][C@@H:16]([O:62][C:63](=[O:75])[CH2:64][CH2:65][CH2:66][CH2:67][CH2:68][CH2:69][CH2:70][CH2:71][CH2:72][CH2:73][CH3:74])[CH2:17][S:18][CH2:19][C@H:20]([NH:44]C(OCC1C2C=CC=CC=2C2C1=CC=CC=2)=O)[C:21]([NH:23][CH2:24][CH2:25][C:26]1[CH:31]=[CH:30][C:29]([O:32][CH2:33][CH2:34][CH2:35][P:36]([O:41][CH2:42][CH3:43])([O:38][CH2:39][CH3:40])=[O:37])=[CH:28][CH:27]=1)=[O:22])(=[O:13])[CH2:2][CH2:3][CH2:4][CH2:5][CH2:6][CH2:7][CH2:8][CH2:9][CH2:10][CH2:11][CH3:12].N1CCCCC1.C1(C)C=CC=CC=1>C(#N)C>[C:1]([O:14][CH2:15][C@@H:16]([O:62][C:63](=[O:75])[CH2:64][CH2:65][CH2:66][CH2:67][CH2:68][CH2:69][CH2:70][CH2:71][CH2:72][CH2:73][CH3:74])[CH2:17][S:18][CH2:19][C@H:20]([NH2:44])[C:21]([NH:23][CH2:24][CH2:25][C:26]1[CH:31]=[CH:30][C:29]([O:32][CH2:33][CH2:34][CH2:35][P:36]([O:41][CH2:42][CH3:43])([O:38][CH2:39][CH3:40])=[O:37])=[CH:28][CH:27]=1)=[O:22])(=[O:13])[CH2:2][CH2:3][CH2:4][CH2:5][CH2:6][CH2:7][CH2:8][CH2:9][CH2:10][CH2:11][CH3:12]. Procedure details: To a solution of (R)-3-((R)-2-(((9H-fluoren-9-yl)methoxy)carbonylamino)-3-(4-(3-(diethoxyphosphoryl)propoxy)phenethylamino)-3-oxopropylthio)propane-1,2-diyl didodecanoate (1 eq) was added 20% piperidine (50 eq) in acetonitrile. The resulting mixture was stirred at 25° C. until the starting material disappeared. To the mixture was added toluene and then concentrated en vaccuo. The crude mixture was purified by flash chromatography on a COMBIFLASH® system (ISCO) using 100% EtOAc then 0-10% MeOH/DC... The reactants are FC(C(F)(F)F)(F)P(OC)(=O)C(C(F)(F)F)(F)F (Methyl bis(pentafluoroethyl)phosphinate), P(=O)(C(F)(F)C(F)(F)F)(C(F)(F)C(F)(F)F)OC ((C2F5)2P(O)OCH3), P(OC1=CC=CC=C1)(OC1=CC=CC=C1)OC1=CC=CC=C1 (triphenyl phosphite), P(OC1=CC=CC=C1)(OC1=CC=CC=C1)OC1=CC=CC=C1 (P(OC6H5)3), FC(C(F)(F)F)(F)P(OC)(=O)C(C(F)(F)F)(F)F (Methyl bis(pentafluoroethyl)phosphinate), P(=O)(C(F)(F)C(F)(F)F)(C(F)(F)C(F)(F)F)OC ((C2F5)2P(O)OCH3). Reaction conditions: temperature 60 celsius, time 5.5 hour. Product: FC(C(F)(F)F)(F)P([O-])(=O)C(C(F)(F)F)(F)F.C[P+](OC1=CC=CC=C1)(OC1=CC=CC=C1)OC1=CC=CC=C1 (Methyltriphenoxyphosphonium bis(pentafluoroethyl)phosphinate), [(C6H5O)3PCH3]-[(C2F5)2P(O)O]. Yield: 91.0%. RXN SMILES: [F:1][C:2]([P:8]([C:12]([F:18])([F:17])[C:13]([F:16])([F:15])[F:14])(=[O:11])[O:9]C)([F:7])[C:3]([F:6])([F:5])[F:4].[P:19]([O:34][C:35]1[CH:40]=[CH:39][CH:38]=[CH:37][CH:36]=1)([O:27][C:28]1[CH:33]=[CH:32][CH:31]=[CH:30][CH:29]=1)[O:20][C:21]1[CH:26]=[CH:25][CH:24]=[CH:23][CH:22]=1>>[F:7][C:2]([P:8]([C:12]([F:17])([F:18])[C:13]([F:16])([F:15])[F:14])(=[O:9])[O-:11])([F:1])[C:3]([F:6])([F:5])[F:4].[CH3:2][P+:19]([O:27][C:28]1[CH:33]=[CH:32][CH:31]=[CH:30][CH:29]=1)([O:34][C:35]1[CH:40]=[CH:39][CH:38]=[CH:37][CH:36]=1)[O:20][C:21]1[CH:22]=[CH:23][CH:24]=[CH:25][CH:26]=1 |f:2.3|. Reported procedure: Methyl bis(pentafluoroethyl)phosphinate, (C2F5)2P(O)OCH3, (2.755 g; 8.7 mmol) is added at room temperature to triphenyl phosphite, P(OC6H5)3, (2.075 g; 6.7 mmol) in a 10 ml glass flask. The two-phase reaction mixture is warmed and stirred at 60° C. for 5.5 h. A cloudy and colourless reaction mixture forms, that is stirred at RT for 16 h and at 60° C. for 5 h. Methyl bis(pentafluoroethyl)phosphinate, (C2F5)2P(O)OCH3, (0.380 g; 1.2 mmol) is added again, and the mixture is again stirred at 60° C. f... The reactants are CC1=C(C=C(C=C1)C=1OC(=NN1)C)C1=CC=C(C=C1)C(=O)NCC1=CC(=CC=C1)C (2′-methyl-N-(3-methylbenzyl)-5′-(5-methyl-1,3,4-oxadiazol-2-yl)-1,1′-biphenyl-4-carboxamide), IC (iodomethane). Yields the product CC1=C(C=C(C=C1)C=1OC(=NN1)C)C1=CC=C(C=C1)C(=O)N(CC1=CC(=CC=C1)C)C (2′-Methyl-N-methyl-N-(3-methylbenzyl)-5′-(5-methyl-1,3,4-oxadiazol-2-yl)-1,1′-biphenyl-4-carboxamide). RXN SMILES: [CH3:1][C:2]1[CH:7]=[CH:6][C:5]([C:8]2[O:9][C:10]([CH3:13])=[N:11][N:12]=2)=[CH:4][C:3]=1[C:14]1[CH:19]=[CH:18][C:17]([C:20]([NH:22][CH2:23][C:24]2[CH:29]=[CH:28][CH:27]=[C:26]([CH3:30])[CH:25]=2)=[O:21])=[CH:16][CH:15]=1.I[CH3:32]>>[CH3:1][C:2]1[CH:7]=[CH:6][C:5]([C:8]2[O:9][C:10]([CH3:13])=[N:11][N:12]=2)=[CH:4][C:3]=1[C:14]1[CH:15]=[CH:16][C:17]([C:20]([N:22]([CH3:32])[CH2:23][C:24]2[CH:29]=[CH:28][CH:27]=[C:26]([CH3:30])[CH:25]=2)=[O:21])=[CH:18][CH:19]=1. Procedure details: 2′-Methyl-N-methyl-N-(3-methylbenzyl)-5′-(5-methyl-1,3,4-oxadiazol-2-yl)-1,1′-biphenyl-4-carboxamide was prepared from 2′-methyl-N-(3-methylbenzyl)-5′-(5-methyl-1,3,4-oxadiazol-2-yl)-1,1′-biphenyl-4-carboxamide and iodomethane using method L. NMR; δH [2H6]—DMSO 7.89,(1H, d), 7.76,(1H, s), 7.55-7.48,(5H, m), 7.27,(1H, t), 7.16-7.10,(2H, m), 7.00,(1H, b), 4.66-4.50,(2H, m), 2.89,(3H, m), 2.55,(3H, s), 2.32,(3H, s). LCMS; retention time 3.52 min, MH+ 412.